Task: describe an organic reaction: reactants, conditions, products, and yield. Dataset: the Open Reaction Database (ORD), a public repository of structured organic reaction records The reactants are C(C=C)OC=1C=CC(=C2C3CCCCC3C(C12)=O)C (8-allyloxy-5-methyl-1,2,3,4,4a,9a-hexahydro-9-fluorenone), C1CCCC2=CC=CC=C12 (tetralin). The product is C(C=C)C1=CC(=C2C3CCCCC3C(C2=C1O)=O)C (7-allyl-8-hydroxy-5-methyl-1,2,3,4,4a,9a-hexahydro-9-fluorenone). Reaction SMILES: C([O:4][C:5]1[CH:6]=[CH:7][C:8]([CH3:19])=[C:9]2[C:17]=1[C:16](=[O:18])[CH:15]1[CH:10]2[CH2:11][CH2:12][CH2:13][CH2:14]1)C=C.[CH2:20]1[C:29]2C(=CC=CC=2)CC[CH2:21]1>>[CH2:29]([C:6]1[C:5]([OH:4])=[C:17]2[C:9]([CH:10]3[CH:15]([C:16]2=[O:18])[CH2:14][CH2:13][CH2:12][CH2:11]3)=[C:8]([CH3:19])[CH:7]=1)[CH:20]=[CH2:21]. Reported procedure: A solution prepared by dissolving 16.7 g of 8-allyloxy-5-methyl-1,2,3,4,4a,9a-hexahydro-9-fluorenone in 70 ml of tetralin was refluxed under heating for 10 hours. Tetralin was distilled off under reduced pressure and then the residue was purified by a silica gel column chromatography (eluent: ethyl acetate:n-hexane=1:10) to obtain 12.63 g of 7-allyl-8-hydroxy-5-methyl-1,2,3,4,4a,9a-hexahydro-9-fluorenone. Starting materials: OB(O)O, CCCCCc1ccc(O)cc1, Cc1ccccc1, O=C(O)c1ccc(O)cc1Cl, O=S(=O)(O)O. Yields the product CCCCCc1ccc(OC(=O)c2ccc(O)cc2Cl)cc1. RXN SMILES: [B:29]([OH:30])([OH:31])[OH:32].[CH2:1]([CH2:2][CH2:3][CH2:4][CH3:5])[c:6]1[cH:7][cH:8][c:9]([OH:12])[cH:10][cH:11]1.[CH3:33][c:34]1[cH:35][cH:36][cH:37][cH:38][cH:39]1.[Cl:13][c:14]1[c:15]([C:16](=[O:17])[OH:18])[cH:19][cH:20][c:21]([OH:23])[cH:22]1.[S:24](=[O:25])(=[O:26])([OH:27])[OH:28]>>[CH2:1]([CH2:2][CH2:3][CH2:4][CH3:5])[c:6]1[cH:7][cH:8][c:9]([O:12][C:16]([c:15]2[c:14]([Cl:13])[cH:22][c:21]([OH:23])[cH:20][cH:19]2)=[O:17])[cH:10][cH:11]1.